This data is from the Open Reaction Database (ORD), a public repository of structured organic reaction records. The task is: describe an organic reaction: reactants, conditions, products, and yield The reactants are COC(=O)C1N(S(=O)(=O)c2ccc(O)cc2)CCSC1(C)C, OCC#Cc1ccccc1. The product is COC(=O)C1N(S(=O)(=O)c2ccc(OCC#Cc3ccccc3)cc2)CCSC1(C)C. RXN SMILES: [CH3:1][O:2][C:3](=[O:4])[CH:5]1[C:6]([CH3:21])([CH3:22])[S:7][CH2:8][CH2:9][N:10]1[S:11](=[O:12])(=[O:13])[c:14]1[cH:15][cH:16][c:17]([OH:20])[cH:18][cH:19]1.[c:23]1([C:29]#[C:30][CH2:31][OH:32])[cH:24][cH:25][cH:26][cH:27][cH:28]1>>[CH3:1][O:2][C:3](=[O:4])[CH:5]1[C:6]([CH3:21])([CH3:22])[S:7][CH2:8][CH2:9][N:10]1[S:11](=[O:12])(=[O:13])[c:14]1[cH:15][cH:16][c:17]([O:20][CH2:31][C:30]#[C:29][c:23]2[cH:24][cH:25][cH:26][cH:27][cH:28]2)[cH:18][cH:19]1. Starting materials: FC(C=1C=C(C=C)C=C(C1)C(F)(F)F)(F)F (3,5-Bis(trifluromethyl)styrene), O (water), S(=O)([O-])[O-].[Na+].[Na+] (sodium sulfite), CC[C@@H]1CN2CC[C@@H]1C[C@@H]2[C@@H](C3=C4C=C(C=CC4=NC=C3)OC)OC5=NN=C(C6=CC=CC=C65)O[C@@H]([C@H]7C[C@@H]8CCN7C[C@@H]8CC)C9=C1C=C(C=CC1=NC=C9)OC (AD-mix-α). The solvent is CC(C)(C)O (2-methylpropan-2-ol). Conditions: temperature 0 celsius. The product is FC(C=1C=C(C=C(C1)C(F)(F)F)[C@@H](CO)O)(F)F ((S)-1-(3,5-bis(Trifluoromethyl)phenyl)ethan-1,2-diol). As a reaction SMILES: [F:1][C:2]([F:16])([F:15])[C:3]1[CH:4]=[C:5]([CH:8]=[C:9]([C:11]([F:14])([F:13])[F:12])[CH:10]=1)[CH:6]=[CH2:7].CC[C@H]1[C@H]2C[C@H]([C@H](OC3C4C(=CC=CC=4)C(O[C@H](C4C=CN=C5C=4C=C(OC)C=C5)[C@@H]4N5C[C@H](CC)[C@@H](CC5)C4)=NN=3)C3C=CN=C4C=3C=C([O:38]C)C=C4)N(CC2)C1.S([O-])([O-])=O.[Na+].[Na+].[OH2:81]>CC(O)(C)C>[F:1][C:2]([F:15])([F:16])[C:3]1[CH:4]=[C:5]([C@H:6]([OH:38])[CH2:7][OH:81])[CH:8]=[C:9]([C:11]([F:14])([F:13])[F:12])[CH:10]=1 |f:2.3.4|. Procedure details: 3,5-Bis(trifluromethyl)styrene (13 g) was dissolved in a mixture of water (270 ml) and 2-methylpropan-2-ol (270 ml) and cooled to 0° C. AD-mix-α (76 g) was added in one portion and the reaction left to warm to room temperature over 72 hours. The mixture was then cooled to 0° C., sodium sulfite (81 g) added and the reaction mixture extracted into ethyl acetate (3×250 ml). The combined organics were dried (brine, MgSO4) and concentrated under reduced pressure to afford the product as a crude orang... The solvent is O.NN (hydrazine hydrate). Yields the product CC=1N=C(SC1C#CC=1C=NC=CC1)N (4-methyl-5-(pyridin-3-ylethynyl)thiazol-2-amine). The reactants are CC=1N=C(SC1C#CC=1C=NC=CC1)NC(C)=O (N-(4-methyl-5-(pyridin-3-ylethynyl)thiazol-2-yl)acetamide), O (Water). Reported procedure: As shown in step 2-ii of Scheme 2, compound 1003 (400 mg, 1.56 mmol) was stirred in hydrazine hydrate at 70° C. for 20 minutes. Water was added and the resulting precipitate was collected by filtration, washed with water, and dried under high vacuum to produce 4-methyl-5-(pyridin-3-ylethynyl)thiazol-2-amine (compound 1004), which was used in subsequent reactions as is. Reaction SMILES: [CH3:1][C:2]1[N:3]=[C:4]([NH:15]C(=O)C)[S:5][C:6]=1[C:7]#[C:8][C:9]1[CH:10]=[N:11][CH:12]=[CH:13][CH:14]=1.O>O.NN>[CH3:1][C:2]1[N:3]=[C:4]([NH2:15])[S:5][C:6]=1[C:7]#[C:8][C:9]1[CH:10]=[N:11][CH:12]=[CH:13][CH:14]=1 |f:2.3|. Reactants: ClC=1C2=C(N=CN1)CCN(C2)C2=C(C#N)C=C(C=C2)C (2-(4-chloro-7,8-dihydropyrido[4,3-d]pyrimidin-6(5H)-yl)-5-methylbenzonitrile), [Si](C)(C)(C(C)(C)C)OC[C@@H](N)C=1C=NC(=NC1)C ((S)-2-(tert-butyldimethylsilyloxy)-1-(2-methylpyrimidin-5-yl)ethanamine). Procedure details: A reaction mixture of 2-(4-chloro-7,8-dihydropyrido[4,3-d]pyrimidin-6(5H)-yl)-5-methylbenzonitrile (420 mg, 1.48 mmol) and (S)-2-(tert-butyldimethylsilyloxy)-1-(2-methylpyrimidin-5-yl)ethanamine (742 mg, 2.78 mmol) in acetonitrile (8 mL) and N,N-diisopropylethylamine (1 mL) was subjected to microwave irradiation at 185° C. for 3 h. The reaction mixture was concentrated and the residue was purified by silica-gel column to yield the product as a light yellow solid. The product is [Si](C)(C)(C(C)(C)C)OC[C@H](C=1C=NC(=NC1)C)NC=1C2=C(N=CN1)CCN(C2)C2=C(C#N)C=C(C=C2)C ((S)-2-(4-(2-(tert-Butyldimethylsilyloxy)-1-(2-methylpyrimidin-5-yl)ethylamino)-7,8-dihydropyrido[4,3-d]pyrimidin-6(5H)-yl)-5-methylbenzonitrile). As a reaction SMILES: Cl[C:2]1[C:3]2[CH2:11][N:10]([C:12]3[CH:19]=[CH:18][C:17]([CH3:20])=[CH:16][C:13]=3[C:14]#[N:15])[CH2:9][CH2:8][C:4]=2[N:5]=[CH:6][N:7]=1.[Si:21]([O:28][CH2:29][C@H:30]([C:32]1[CH:33]=[N:34][C:35]([CH3:38])=[N:36][CH:37]=1)[NH2:31])([C:24]([CH3:27])([CH3:26])[CH3:25])([CH3:23])[CH3:22]>C(#N)C.C(N(CC)C(C)C)(C)C>[Si:21]([O:28][CH2:29][C@@H:30]([NH:31][C:2]1[C:3]2[CH2:11][N:10]([C:12]3[CH:19]=[CH:18][C:17]([CH3:20])=[CH:16][C:13]=3[C:14]#[N:15])[CH2:9][CH2:8][C:4]=2[N:5]=[CH:6][N:7]=1)[C:32]1[CH:37]=[N:36][C:35]([CH3:38])=[N:34][CH:33]=1)([C:24]([CH3:27])([CH3:26])[CH3:25])([CH3:23])[CH3:22]. Run in C(C)#N (acetonitrile), C(C)(C)N(C(C)C)CC (N,N-diisopropylethylamine). Starting materials: CC(C)(C)OC(=O)Nc1ccccc1C1CCCCC1, Cl, C1COCCO1. Product: Cl, Nc1ccccc1C1CCCCC1. Reaction SMILES: [C:1]([O:2][C:3](=[O:4])[NH:7][c:8]1[c:9]([CH:14]2[CH2:15][CH2:16][CH2:17][CH2:18][CH2:19]2)[cH:10][cH:11][cH:12][cH:13]1)([CH3:5])([CH3:6])[CH3:20].[ClH:21].[O:22]1[CH2:23][CH2:24][O:25][CH2:26][CH2:27]1>>[ClH:21].[NH2:7][c:8]1[c:9]([CH:14]2[CH2:15][CH2:16][CH2:17][CH2:18][CH2:19]2)[cH:10][cH:11][cH:12][cH:13]1. Starting materials: CS(C)=O, C[S+](C)(C)=O, O=CC1CCN(C(=O)OCc2ccccc2)CC1, [H-], [I-], [Na+], O. Yields the product O=C(OCc1ccccc1)N1CCC(C2CO2)CC1. As a reaction SMILES: [CH3:28][S:29]([CH3:30])=[O:31].[CH3:2][S+:3]([CH3:4])([CH3:5])=[O:6].[CH:9](=[O:10])[CH:11]1[CH2:12][CH2:13][N:14]([C:17](=[O:18])[O:19][CH2:20][c:21]2[cH:22][cH:23][cH:24][cH:25][cH:26]2)[CH2:15][CH2:16]1.[H-:8].[I-:1].[Na+:7].[OH2:27]>>[CH2:2]1[CH:9]([CH:11]2[CH2:12][CH2:13][N:14]([C:17](=[O:18])[O:19][CH2:20][c:21]3[cH:22][cH:23][cH:24][cH:25][cH:26]3)[CH2:15][CH2:16]2)[O:10]1. The reactants are C1CCOC1, COC(=O)COCCCCN1C(=O)CCC1CCC(O)Cc1cccc(Cl)c1, Cl, [Li+], [OH-]. Product: O=C(O)COCCCCN1C(=O)CCC1CCC(O)Cc1cccc(Cl)c1. As a reaction SMILES: [CH2:32]1[O:33][CH2:34][CH2:35][CH2:36]1.[CH3:3][O:4][C:5]([CH2:6][O:7][CH2:8][CH2:9][CH2:10][CH2:11][N:12]1[CH:13]([CH2:18][CH2:19][CH:20]([CH2:21][c:22]2[cH:23][c:24]([Cl:28])[cH:25][cH:26][cH:27]2)[OH:29])[CH2:14][CH2:15][C:16]1=[O:17])=[O:30].[ClH:31].[Li+:1].[OH-:2]>>[O:4]=[C:5]([CH2:6][O:7][CH2:8][CH2:9][CH2:10][CH2:11][N:12]1[CH:13]([CH2:18][CH2:19][CH:20]([CH2:21][c:22]2[cH:23][c:24]([Cl:28])[cH:25][cH:26][cH:27]2)[OH:29])[CH2:14][CH2:15][C:16]1=[O:17])[OH:30].